From a dataset of the Open Reaction Database (ORD), a public repository of structured organic reaction records. describe an organic reaction: reactants, conditions, products, and yield The reactants are COC1=NC(=NC(=C1)OC)OC1=C(C=O)C=CC=C1 (2-(4,6-dimethoxy-2-pyrimidinyloxy)benzaldehyde), CON (methoxyamine). The solvent is CO (methanol). Run at time 2 hour. The product is CC1(C(C=O)C=CC=C1)OC1=NC(=CC(=N1)OC)OC (0-methyl-2-(4,6-dimethoxy-2-pyrimidinyloxy)benzaldehyde). Isolated yield 103.3%. Reaction SMILES: [CH3:1][O:2][C:3]1[CH:8]=[C:7]([O:9][CH3:10])[N:6]=[C:5]([O:11][C:12]2[CH:19]=[CH:18][CH:17]=[CH:16][C:13]=2[CH:14]=[O:15])[N:4]=1.[CH3:20]ON>CO>[CH3:20][C:12]1([O:11][C:5]2[N:4]=[C:3]([O:2][CH3:1])[CH:8]=[C:7]([O:9][CH3:10])[N:6]=2)[CH:19]=[CH:18][CH:17]=[CH:16][CH:13]1[CH:14]=[O:15]. Procedure details: In 100 ml of methanol, 5.2 g of 2-(4,6-dimethoxy-2-pyrimidinyloxy)benzaldehyde and 1.0 g of methoxyamine were dissolved. The solution was stirred at room temperature for 2 hours. After the methanol was distilled out under reduced pressure, the resulting residue was purified by silica gel chromatography (developer: n-hexane:ethyl acetate=10:1) to obtain 5.7 g of 0-methyl-2-(4,6-dimethoxy-2-pyrimidinyloxy)benzaldehyde as an oily substance. The reactants are C[Si](Br)(C)C (trimethylbromosilane), COC1=C(C=C(CO)C=C1)OCCCOC (4-methoxy-3-(3-methoxypropyloxy)-benzyl alcohol). The solvent is C(Cl)(Cl)Cl (chloroform). Yields the product COC1=C(C=C(CBr)C=C1)OCCCOC (4-Methoxy-3-(3-methoxypropyloxy)-benzyl bromide). Reaction SMILES: C[Si](C)(C)[Br:3].[CH3:6][O:7][C:8]1[CH:15]=[CH:14][C:11]([CH2:12]O)=[CH:10][C:9]=1[O:16][CH2:17][CH2:18][CH2:19][O:20][CH3:21]>C(Cl)(Cl)Cl>[CH3:6][O:7][C:8]1[CH:15]=[CH:14][C:11]([CH2:12][Br:3])=[CH:10][C:9]=1[O:16][CH2:17][CH2:18][CH2:19][O:20][CH3:21]. Procedure details: 97 ml of trimethylbromosilane are added, with stirring at room temperature, to 113.1 g of 4-methoxy-3-(3-methoxypropyloxy)-benzyl alcohol in 1.31 litres of chloroform. After 10 minutes the solvent is evaporated off and the residue is immediately purified by means of FC (900 g of silica gel, eluant: ethyl acetate/hexane 1:3). The title compound is obtained: Rf (ethyl acetate/hexane=1:2)=0.34; m.p. 50°-51° C. Reactants: C(C)(C)NC(C)C (diisopropylamine), C(CCC)[Li] (butyl lithium), [Cl-].[NH4+] (ammonium chloride), CN(C)C=O (DMF), FC=1C=C(C=C(C1)F)Br (3,5-difluorobromobenzene). The solvent is CCCCCC (hexane), C1CCOC1 (THF), C1CCOC1 (THF). The product is BrC1=CC(=C(C=O)C(=C1)F)F (4-bromo-2,6-difluorobenzaldehyde). RXN SMILES: C(NC(C)C)(C)C.C([Li])CCC.[F:13][C:14]1[CH:15]=[C:16]([Br:21])[CH:17]=[C:18]([F:20])[CH:19]=1.[Cl-].[NH4+].CN([CH:27]=[O:28])C>C1COCC1.CCCCCC>[Br:21][C:16]1[CH:15]=[C:14]([F:13])[C:19]([CH:27]=[O:28])=[C:18]([F:20])[CH:17]=1 |f:3.4|. Procedure details: To a THF (250 mL) solution of diisopropylamine (53 mL) was added 2.44 M hexane solution of butyl lithium at −78° C., and the reaction mixture was stirred for 30 miniute. To the reaction mixture was added a THF solution of 3,5-difluorobromobenzene (1) (36 g), and then the reaction mixture was stirred for 1 h. To the reaction mixture was added DMF 146 mL, and the reaction mixture was stirred for additional 1 h. To the reaction mixture was added a saturated ammonium chloride aqueous solution, and t... The reactants are O=C([O-])O, Cc1ccc(N)c(C)c1, CC(C)CC1CC(n2nnc(C(CC(=O)[O-])CC(=O)OC(C)(C)C)c2C2CC2)C1, [Na+], CN(C)C=O, O, On1nnc2ccccc21. The product is Cc1ccc(NC(=O)CC(CC(=O)OC(C)(C)C)c2nnn(C3CC(CC(C)C)C3)c2C2CC2)c(C)c1. RXN SMILES: [C:50](=[O:51])([OH:52])[O-:53].[CH3:30][c:31]1[c:32]([NH2:38])[cH:33][cH:34][c:35]([CH3:37])[cH:36]1.[CH:1]1([c:4]2[c:5]([CH:17]([CH2:18][C:19](=[O:20])[O:21][C:22]([CH3:23])([CH3:24])[CH3:25])[CH2:26][C:27](=[O:28])[O-:29])[n:6][n:7][n:8]2[CH:9]2[CH2:10][CH:11]([CH2:13][CH:14]([CH3:15])[CH3:16])[CH2:12]2)[CH2:2][CH2:3]1.[Na+:54].[O:55]=[CH:56][N:57]([CH3:58])[CH3:59].[OH2:49].[OH:39][n:40]1[c:41]2[c:42]([cH:43][cH:44][cH:45][cH:46]2)[n:47][n:48]1>>[CH:1]1([c:4]2[c:5]([CH:17]([CH2:18][C:19](=[O:20])[O:21][C:22]([CH3:23])([CH3:24])[CH3:25])[CH2:26][C:27](=[O:29])[NH:38][c:32]3[c:31]([CH3:30])[cH:36][c:35]([CH3:37])[cH:34][cH:33]3)[n:6][n:7][n:8]2[CH:9]2[CH2:10][CH:11]([CH2:13][CH:14]([CH3:15])[CH3:16])[CH2:12]2)[CH2:2][CH2:3]1.